From a dataset of the Open Reaction Database (ORD), a public repository of structured organic reaction records. describe an organic reaction: reactants, conditions, products, and yield Starting materials: O=C(O)COc1c(C(=O)O)sc(-c2cccc(NC3CCN(S(=O)(=O)Cc4ccccc4)CC3)c2)c1Br, CC(C)O, CN(C)C=O, O=S(=O)(O)O. Product: CC(C)OC(=O)COc1c(C(=O)O)sc(-c2cccc(NC3CCN(S(=O)(=O)Cc4ccccc4)CC3)c2)c1Br. As a reaction SMILES: [Br:1][c:2]1[c:3]([O:33][CH2:34][C:35](=[O:36])[OH:37])[c:4]([C:30](=[O:31])[OH:32])[s:5][c:6]1-[c:7]1[cH:8][c:9]([NH:13][CH:14]2[CH2:15][CH2:16][N:17]([S:20](=[O:21])(=[O:22])[CH2:23][c:24]3[cH:25][cH:26][cH:27][cH:28][cH:29]3)[CH2:18][CH2:19]2)[cH:10][cH:11][cH:12]1.[CH:43]([CH3:44])([CH3:45])[OH:46].[O:47]=[CH:48][N:49]([CH3:50])[CH3:51].[S:38](=[O:39])(=[O:40])([OH:41])[OH:42]>>[Br:1][c:2]1[c:3]([O:33][CH2:34][C:35](=[O:36])[O:37][CH:43]([CH3:44])[CH3:45])[c:4]([C:30](=[O:31])[OH:32])[s:5][c:6]1-[c:7]1[cH:8][c:9]([NH:13][CH:14]2[CH2:15][CH2:16][N:17]([S:20](=[O:21])(=[O:22])[CH2:23][c:24]3[cH:25][cH:26][cH:27][cH:28][cH:29]3)[CH2:18][CH2:19]2)[cH:10][cH:11][cH:12]1. The reactants are mixed liquid, [N+](=O)(O)[O-] (nitric acid), [N+](=O)(O)[O-] (nitric acid), resultant mixture, COC=1C=C(C(=O)OC)C=C(C1OC)OC (Methyl 3,4,5-trimethoxybenzoate). Run in C(C)(=O)OC(C)=O (acetic anhydride). Reaction conditions: time 40 minute. Product: [N+](=O)([O-])C1=C(C(=O)OC)C=C(C(=C1OC)OC)OC (Methyl 2-nitro-3,4,5-trimethoxybenzoate). RXN SMILES: [CH3:1][O:2][C:3]1[CH:4]=[C:5]([CH:10]=[C:11]([O:15][CH3:16])[C:12]=1[O:13][CH3:14])[C:6]([O:8][CH3:9])=[O:7].[N+:17]([O-])([OH:19])=[O:18]>C(OC(=O)C)(=O)C>[N+:17]([C:10]1[C:11]([O:15][CH3:16])=[C:12]([O:13][CH3:14])[C:3]([O:2][CH3:1])=[CH:4][C:5]=1[C:6]([O:8][CH3:9])=[O:7])([O-:19])=[O:18]. Reported procedure: Methyl 3,4,5-trimethoxybenzoate (13.0 g) was dissolved in acetic anhydride (60 mL), a 1:20 mixed liquid (9 mL) of fuming nitric acid and concentrated nitric acid was slowly added dropwise at −10° C. to the solution, and the resultant mixture was stirred for 3 hours under ice cooling. Acetic anhydride was distilled off, water and an aqueous solution of potassium carbonate were added to the residue, and the mixture was stirred at room temperature for 40 minutes and then extracted with ethyl acetat... The reactants are C(C)C(C(=O)O)C(C(C)C)=O (Ethyl isobutyrylacetic acid), Cl (Hydrochloric acid), [Cl-].[Na+] (sodium chloride). The solvent is [OH-].[Na+] (sodium hydroxide). Run at time 16 hour. The product is CC(C(CC(=O)O)=O)C (4-Methyl-3-oxo-pentanoic acid). The yield is 95.5%. RXN SMILES: C([CH:3]([C:7](=[O:11])[CH:8]([CH3:10])[CH3:9])[C:4]([OH:6])=[O:5])C.Cl.[Cl-].[Na+]>[OH-].[Na+]>[CH3:9][CH:8]([CH3:10])[C:7](=[O:11])[CH2:3][C:4]([OH:6])=[O:5] |f:2.3,4.5|. Reported procedure: Ethyl isobutyrylacetic acid (21 g, 132 mmol) was taken up in a 1.5M sodium hydroxide solution (15 g in 250 mL water) and stirred at room temperature over 16 h. The solution was cooled to 0° C. in an ice bath and was then acidified with 35 mL conc. Hydrochloric acid to pH 1-2. The resulting solution was saturated with sodium chloride and was then extracted with ethyl acetate (3×300 mL). The combined extracts were dried over sodium sulfate and then filtered and concentrated in vacuo to give the ti... Reactants: FC1=C(C=CC=C1)C=1C2=C(N=C(CN1)S)N(N=C2C)C (4-(2-fluorophenyl)-1,6-dihydro-1,3-dimethylpyrazolo[3,4-e][1,4]diazepine-7-thiol), C(C#C)N (2-propynylamine). Run in O1CCCC1 (tetrahydrofuran). Product: FC1=C(C=CC=C1)C=1C2=C(N=C(CN1)NCC#C)N(N=C2C)C (4-(2-fluorophenyl)-1,6-dihydro-1,3-dimethyl7-(2-propynylamino)pyrazolo[3,4-e][1,4]diazepine). As a reaction SMILES: [F:1][C:2]1[CH:7]=[CH:6][CH:5]=[CH:4][C:3]=1[C:8]1[C:9]2[C:18]([CH3:19])=[N:17][N:16]([CH3:20])[C:10]=2[N:11]=[C:12](S)[CH2:13][N:14]=1.[CH2:21]([NH2:24])[C:22]#[CH:23]>O1CCCC1>[F:1][C:2]1[CH:7]=[CH:6][CH:5]=[CH:4][C:3]=1[C:8]1[C:9]2[C:18]([CH3:19])=[N:17][N:16]([CH3:20])[C:10]=2[N:11]=[C:12]([NH:24][CH2:21][C:22]#[CH:23])[CH2:13][N:14]=1. Reported procedure: A mixture of 3.0 g. of 4-(2-fluorophenyl)-1,6-dihydro-1,3-dimethylpyrazolo[3,4-e][1,4]diazepine-7-thiol (prepared as disclosed in U.S. Pat. No. 3,770,762), 1.8 g. of 2-propynylamine and 50 ml. of tetrahydrofuran is heated at reflux for 2 hours, then evaporated at reduced pressure to give a residue of 4-(2-fluorophenyl)-1,6-dihydro-1,3-dimethyl7-(2-propynylamino)pyrazolo[3,4-e][1,4]diazepine; m.p. 202°-204° C. (dec.) after trituration with ether, filtration and drying. The reactants are N (ammonia), C (charcoal), C(C=O)(=O)O (glyoxylic acid), ClC=1C=C(C(O)=CC1)O (4-chlorocatechol), N (ammonia). Run at time 8 hour. Product: ClC1=C(C=C(C(=C1)O)O)NCC(=O)O (2-Chloro-4,5-dihydroxyphenylglycine). RXN SMILES: [NH3:1].[C:2]([OH:6])(=[O:5])[CH:3]=O.[Cl:7][C:8]1[CH:9]=[C:10]([OH:15])[C:11](=[CH:13][CH:14]=1)[OH:12].C>>[Cl:7][C:8]1[CH:9]=[C:10]([OH:15])[C:11]([OH:12])=[CH:13][C:14]=1[NH:1][CH2:3][C:2]([OH:6])=[O:5]. Reported procedure: Aqueous ammonia (Sp.Gr 0.88, 37.5 ml) was added dropwise to an ice bath cooled 50% w/v aqueous glyoxylic acid solution (11.25 ml) at <10°. When the addition was complete the solution was heated at 50° for 15 minutes, 4-chlorocatechol (21.7 g) and more aqueous ammonia (12.5 ml) added, then heated at 60° for 4 hours. The solution was allowed to cool, reduced to ca. half volume in vacuo, washed with ethyl acetate (3×40 ml), adjusted to pH 5.5(conc, HCl) and set aside at 0° overnight. The solid was ... Starting materials: CC=1SC=C(N1)C(=O)Cl (2-Methyl-1,3-thiazole-4-carbonyl chloride), C1(=CC=CC=C1)S(=O)(=O)N1N=CC=2C(=CC(=CC12)[Sn](C)(C)C)N (1-(phenylsulfonyl)-6-(trimethylstannanyl)-1H-indazol-4-amine), C([O-])(O)=O.[Na+] (sodium bicarbonate). Solvent: C(Cl)Cl (DCM), C(Cl)Cl (DCM), N1=CC=CC=C1 (pyridine), C(Cl)Cl (DCM). Conditions: time 8 hour. Yields the product CC=1SC=C(N1)C(=O)NC1=C2C=NN(C2=CC(=C1)[Sn](C)(C)C)S(=O)(=O)C1=CC=CC=C1 (2-Methyl-N-[1-(phenylsulfonyl)-6-(trimethylstannanyl)-1H-indazol-4-yl]-1,3-thiazole-4-carboxamide). As a reaction SMILES: [CH3:1][C:2]1[S:3][CH:4]=[C:5]([C:7](Cl)=[O:8])[N:6]=1.[C:10]1([S:16]([N:19]2[C:27]3[CH:26]=[C:25]([Sn:28]([CH3:31])([CH3:30])[CH3:29])[CH:24]=[C:23]([NH2:32])[C:22]=3[CH:21]=[N:20]2)(=[O:18])=[O:17])[CH:15]=[CH:14][CH:13]=[CH:12][CH:11]=1.C(=O)(O)[O-].[Na+]>C(Cl)Cl.N1C=CC=CC=1>[CH3:1][C:2]1[S:3][CH:4]=[C:5]([C:7]([NH:32][C:23]2[CH:24]=[C:25]([Sn:28]([CH3:31])([CH3:30])[CH3:29])[CH:26]=[C:27]3[C:22]=2[CH:21]=[N:20][N:19]3[S:16]([C:10]2[CH:15]=[CH:14][CH:13]=[CH:12][CH:11]=2)(=[O:18])=[O:17])=[O:8])[N:6]=1 |f:2.3|. Reported procedure: 2-Methyl-1,3-thiazole-4-carbonyl chloride (350 mg) in DCM (4 ml) was added dropwise to 1-(phenylsulfonyl)-6-(trimethylstannanyl)-1H-indazol-4-amine (300 mg) in DCM (15 ml) and pyridine (0.167 ml). The reaction was stirred at room temperature overnight. Saturated sodium bicarbonate (aq) (25 ml) was added and the reaction vigorously stirred for 15 min. The DCM was passed through a hydrophobic frit then evaporated to dryness. The residue was dissolved in DCM and purified on a silica cartridge, prec...